This data is from the Open Reaction Database (ORD), a public repository of structured organic reaction records. The task is: describe an organic reaction: reactants, conditions, products, and yield Starting materials: F[B-](F)(F)F, CC(=O)O, CCN(C(C)C)C(C)C, Cl, Cl, Cl, [Na+], NC1CCC(CCN2CCN(c3nccc4c3CCO4)CC2)CC1, CN(C)C=O, [OH-], CN(C)C(On1nnc2ccccc21)=[N+](C)C. The product is CC(=O)NC1CCC(CCN2CCN(c3nccc4c3CCO4)CC2)CC1. Reaction SMILES: [B-:41]([F:42])([F:43])([F:44])[F:45].[CH3:37][C:38]([OH:39])=[O:40].[CH:28]([N:29]([CH2:30][CH3:31])[CH:32]([CH3:33])[CH3:34])([CH3:35])[CH3:36].[ClH:1].[ClH:2].[ClH:3].[Na+:64].[O:4]1[CH2:5][CH2:6][c:7]2[c:8]([N:13]3[CH2:14][CH2:15][N:16]([CH2:19][CH2:20][CH:21]4[CH2:22][CH2:23][CH:24]([NH2:27])[CH2:25][CH2:26]4)[CH2:17][CH2:18]3)[n:9][cH:10][cH:11][c:12]21.[O:65]=[CH:66][N:67]([CH3:68])[CH3:69].[OH-:63].[n:46]1([O:47][C:48]([N:49]([CH3:50])[CH3:51])=[N+:52]([CH3:53])[CH3:54])[c:55]2[cH:56][cH:57][cH:58][cH:59][c:60]2[n:61][n:62]1>>[O:4]1[CH2:5][CH2:6][c:7]2[c:8]([N:13]3[CH2:14][CH2:15][N:16]([CH2:19][CH2:20][CH:21]4[CH2:22][CH2:23][CH:24]([NH:27][C:38]([CH3:37])=[O:39])[CH2:25][CH2:26]4)[CH2:17][CH2:18]3)[n:9][cH:10][cH:11][c:12]21. Reactants: bis-maleate phthalate, [OH-].[K+] (KOH), [OH-].[K+] (KOH), [OH-].[K+] (KOH), C=CC1=CC=CC=C1 (styrene), C(C(C)O)O (Propylene glycol), C1(\C=C/C(=O)O1)=O (maleic anhydride), C1(C=2C(C(=O)O1)=CC=CC2)=O (phthalic anhydride), polyoxypropylene triol, C1(=CC=C(C=C1)S(=O)(=O)O)C (p-toluenesulfonic acid), C(C(C)O)O (Propylene glycol). Conditions: temperature 70 celsius. The product is C(\C=C/C(=O)O)(=O)O.C(\C=C/C(=O)O)(=O)O.C(C(C)O)O.C(C=1C(C(=O)[O-])=CC=CC1)(=O)[O-] (Propylene Glycol Bis-maleate phthalate). Yield: 89.0%. As a reaction SMILES: [C:1]1(=[O:7])[O:6][C:4](=[O:5])[CH:3]=[CH:2]1.[C:8]1(=[O:18])[O:13][C:11](=[O:12])[C:10]2=[CH:14][CH:15]=[CH:16][CH:17]=[C:9]12.[CH2:19]([OH:23])[CH:20]([OH:22])[CH3:21].[OH-].[K+].C1(C)C=CC(S(O)(=O)=[O:33])=CC=1.C=CC1C=CC=CC=1>>[C:1]([OH:6])(=[O:7])/[CH:2]=[CH:3]\[C:4]([OH:12])=[O:5].[C:11]([OH:12])(=[O:22])/[CH:10]=[CH:9]\[C:8]([OH:13])=[O:18].[CH2:19]([OH:23])[CH:20]([OH:22])[CH3:21].[C:8]([O-:13])(=[O:18])[C:9]1[C:10](=[CH:14][CH:15]=[CH:16][CH:17]=1)[C:11]([O-:33])=[O:12] |f:3.4,7.8.9.10|. Procedure details: A three-liter reactor equipped as described in Example 2 is charged with a mixture of maleic anhydride (750 g) and phthalic anhydride (250 g), which is melted by heating to 70° C. Propylene glycol (348 g) is added, and the exothermic reaction is maintained at 130° C. or less until the reaction subsides (about 2 h). The acid number of this bis-maleate/phthalate intermediate is 417 mg KOH/g. A 3000 mol. wt. polyoxypropylene triol (1152 g) and p-toluenesulfonic acid (2.5 g) are added, and the mixtu... Starting materials: ClC1=NC=C(C(=N1)NC=1C=C(C=CC1)NS(=O)(=O)C1=CC(=CC=C1)[N+](=O)[O-])Cl (N-{3-[(2,5-dichloropyrimidin-4-yl)amino]phenyl}-3-nitrobenzenesulfonamide). The reagents and catalysts are [Fe] (iron). Run in O (water), CO (methanol), C(C)(=O)O (acetic acid). Run at temperature 0 celsius, time 1 hour. Product: NC=1C=C(C=CC1)S(=O)(=O)NC1=CC(=CC=C1)NC1=NC(=NC=C1Cl)Cl (3-Amino-N-{3-[(2,5-dichloropyrimidin-4-yl)amino]phenyl}benzenesulfonamide). The yield is 109.7%. As a reaction SMILES: [Cl:1][C:2]1[N:7]=[C:6]([NH:8][C:9]2[CH:10]=[C:11]([NH:15][S:16]([C:19]3[CH:24]=[CH:23][CH:22]=[C:21]([N+:25]([O-])=O)[CH:20]=3)(=[O:18])=[O:17])[CH:12]=[CH:13][CH:14]=2)[C:5]([Cl:28])=[CH:4][N:3]=1>O.CO.C(O)(=O)C.[Fe]>[NH2:25][C:21]1[CH:20]=[C:19]([S:16]([NH:15][C:11]2[CH:12]=[CH:13][CH:14]=[C:9]([NH:8][C:6]3[C:5]([Cl:28])=[CH:4][N:3]=[C:2]([Cl:1])[N:7]=3)[CH:10]=2)(=[O:17])=[O:18])[CH:24]=[CH:23][CH:22]=1. Procedure details: To a solution N-{3-[(2,5-dichloropyrimidin-4-yl)amino]phenyl}-3-nitrobenzenesulfonamide (0.5 g, 1.0 mmol) in water (0.9 mL), methanol (4.4 mL) and acetic acid (1.7 mL) was added iron (250 mg, 4.5 mmol) powder in one portion. The mixture was stirred at 0° C. for 1 h and then mixed with celite and filtered. The crude cake was washed with EtOAc. The brown filtrate was concentrated and mixed with EtOAc and NaHCO3/water. The aqueous phase was extracted once with EtOAc. The organic phases were combine... Reactants: C=CCOC(=O)C1=C(SC2CC(CCn3cccn3)N(C(=O)OCC=C)C2)C(C)C2C(C(C)O)C(=O)N12, ClCCl, COS(=O)(=O)F. The product is C=CCOC(=O)C1=C(SC2CC(CC[n+]3cccn3C)N(C(=O)OCC=C)C2)C(C)C2C(C(C)O)C(=O)N12, O=S(=O)([O-])F. RXN SMILES: [CH2:1]([CH:2]=[CH2:3])[O:4][C:5](=[O:6])[N:7]1[CH:8]([CH2:31][CH2:32][n:33]2[n:34][cH:35][cH:36][cH:37]2)[CH2:9][CH:10]([S:12][C:13]2=[C:14]([C:25](=[O:26])[O:27][CH2:28][CH:29]=[CH2:30])[N:15]3[C:16](=[O:24])[CH:17]([CH:21]([CH3:22])[OH:23])[CH:18]3[CH:19]2[CH3:20])[CH2:11]1.[Cl:44][CH2:45][Cl:46].[F:38][S:39](=[O:40])(=[O:41])[O:42][CH3:43]>>[CH2:1]([CH:2]=[CH2:3])[O:4][C:5](=[O:6])[N:7]1[CH:8]([CH2:31][CH2:32][n+:33]2[n:34]([CH3:43])[cH:35][cH:36][cH:37]2)[CH2:9][CH:10]([S:12][C:13]2=[C:14]([C:25](=[O:26])[O:27][CH2:28][CH:29]=[CH2:30])[N:15]3[C:16](=[O:24])[CH:17]([CH:21]([CH3:22])[OH:23])[CH:18]3[CH:19]2[CH3:20])[CH2:11]1.[F:38][S:39](=[O:40])(=[O:41])[O-:42]. The reactants are F (hydrogen fluoride), FC(C(C(F)(F)F)(C(C(C(F)(F)F)(F)F)F)O)(F)F (2-trifluoromethyl-1,1,1,3,4,4,5,5,5-nonafluoro-2-pentanol), FC(C(=C(F)F)F)(F)F (hexafluoropropene), CN(C)C (trimethylamine). Solvent: O1CCCC1 (tetrahydrofuran). The product is FC(C(C(F)(F)F)C(C(C(F)(F)F)(F)F)(F)F)(F)F (2-trifluoromethyl-1,1,1,3,3,4,4,5,5,5-decafluoropentane). RXN SMILES: [F:1][C:2]([F:19])([F:18])[C:3](O)([CH:8]([F:16])[C:9]([F:15])([F:14])[C:10]([F:13])([F:12])[F:11])[C:4]([F:7])([F:6])[F:5].[F:20]C(F)(F)C(F)=C(F)F.CN(C)C.F>O1CCCC1>[F:1][C:2]([F:19])([F:18])[CH:3]([C:8]([F:20])([F:16])[C:9]([F:15])([F:14])[C:10]([F:13])([F:12])[F:11])[C:4]([F:7])([F:6])[F:5]. Procedure: To prepare 2-trifluoromethyl-1,1,1,3,4,4,5,5,5-nonafluoro-2-pentanol, commercially available hexafluoropropene may be oligomerized with commercially available trimethylamine in a dipolar aprotic solvent such as commercially available tetrahydrofuran to provide (CF3)2C:CFCF2CF3 which is then reacted with commercially available hydrogen fluoride to yield 2-trifluoromethyl-1,1,1,3,3,4,4,5,5,5-decafluoropentane as taught by W. Brunskill et al., "Anionic Oligomerisation of Hexafluoropropene: Fission ... Reactants: OC1=C(C=C(C=C2C(NC(S2)=S)=O)C=C1)OC (5-(4-Hydroxy-3-methoxybenzylidene)rhodanine), [OH-].[Na+] (sodium hydroxide). Solvent: Cl (hydrochloric acid). Reaction conditions: time 1 hour. Product: OC1=C(C=C(C=C1)C=C(C(=O)O)S)OC (3-(4-Hydroxy-3-methoxyphenyl)-2-mercaptoacrylic acid). As a reaction SMILES: [OH:1][C:2]1[CH:15]=[CH:14][C:5]([CH:6]=[C:7]2[S:11]C(=S)N[C:8]2=[O:13])=[CH:4][C:3]=1[O:16][CH3:17].[OH-:18].[Na+]>Cl>[OH:1][C:2]1[CH:15]=[CH:14][C:5]([CH:6]=[C:7]([SH:11])[C:8]([OH:18])=[O:13])=[CH:4][C:3]=1[O:16][CH3:17] |f:1.2|. Reported procedure: The product from Step A was added to 20% sodium hydroxide solution (250 mL) and heated to 70°-75° C. with stirring for one hour. The resulting solution was chilled in an ice bath and added rapidly, with stirring, to cold 10% hydrochloric acid (350 mL). The yellow solid was collected, washed with water and dried at 50° C.; yield 36 g. Reactants: C(Cl)(Cl)Cl (chloroform), C(C)(=O)O (acetic acid), C(C)(=O)O (acetic acid), NC1=C(C(=O)NN)C(=CC(=N1)C(F)(F)F)C(F)(F)F (2-Amino-4,6-di(trifluoromethyl)-nicotinic acid hydrazide), C1(=CC=CC=C1)S(=O)(=O)Cl (Benzenesulfonyl chloride). The solvent is C(C)(=O)OCC (ethyl acetate), O (water), [OH-].[Na+] (sodium hydroxide). The product is NC1=C(C(=O)NNS(=O)(=O)C2=CC=CC=C2)C(=CC(=N1)C(F)(F)F)C(F)(F)F (N1 -[2-amino-4,6-di(trifluoromethyl)nicotinoyl]-N2 -benzenesulfonyl hydrazine). RXN SMILES: [NH2:1][C:2]1[N:11]=[C:10]([C:12]([F:15])([F:14])[F:13])[CH:9]=[C:8]([C:16]([F:19])([F:18])[F:17])[C:3]=1[C:4]([NH:6][NH2:7])=[O:5].[C:20]1([S:26](Cl)(=[O:28])=[O:27])[CH:25]=[CH:24][CH:23]=[CH:22][CH:21]=1.C(O)(=O)C.C(Cl)(Cl)Cl>[OH-].[Na+].O.C(OCC)(=O)C>[NH2:1][C:2]1[N:11]=[C:10]([C:12]([F:13])([F:14])[F:15])[CH:9]=[C:8]([C:16]([F:19])([F:17])[F:18])[C:3]=1[C:4]([NH:6][NH:7][S:26]([C:20]1[CH:25]=[CH:24][CH:23]=[CH:22][CH:21]=1)(=[O:28])=[O:27])=[O:5] |f:4.5|. Procedure: 2-Amino-4,6-di(trifluoromethyl)-nicotinic acid hydrazide (4.35 g., 15.1 mmole) is stirred in 1N sodium hydroxide solution (36.3 ml.) untila clear solution is obtained. Benzenesulfonyl chloride (2.94 g., 16.6 mmole) is added in one portion and the mixture stirred rapidly until solution is complete. On pouring this solution into a stirred solution of acetic acid (0.9 g., 15 mmole) in water (40 ml.), a fine precipitate is formed. The pH of the suspension is adjusted to circa 6.5 with acetic acid an... Reactants: O=C([O-])[O-], CC(=O)Nc1ccc([N+](=O)[O-])cc1O, CCBr, CCI, CN(C)C=O, [K+], [K+], O. Yields the product CCOc1cc([N+](=O)[O-])ccc1NC(C)=O. RXN SMILES: [C:15](=[O:16])([O-:17])[O-:18].[C:1]([CH3:2])(=[O:3])[NH:4][c:5]1[c:6]([OH:14])[cH:7][c:8]([N+:11](=[O:12])[O-:13])[cH:9][cH:10]1.[CH2:21]([CH3:22])[Br:23].[CH2:24]([I:25])[CH3:26].[CH3:28][N:29]([CH3:30])[CH:31]=[O:32].[K+:19].[K+:20].[OH2:27]>>[C:1]([CH3:2])(=[O:3])[NH:4][c:5]1[c:6]([O:14][CH2:21][CH3:22])[cH:7][c:8]([N+:11](=[O:12])[O-:13])[cH:9][cH:10]1. Reactants: O1C(CCCC1)ONC(=O)[C@@H](C\C=C\C1=CC=CC=C1)[C@H](C(=O)NN(C(CCN1C(C=2C(C1=O)=CC=CC2)=O)=O)CC(C)C)CC(C)C ((E)-2(R)-[1(S)-[(tetrahydro-2(RS)-pyranyloxy)carbamoyl]-4-phenyl-3-butenyl]-2′-isobutyl-4-methyl-2′-(3-phthalimidopropionyl)valerohydrazide), O.C1(=CC=C(C=C1)S(=O)(=O)O)C (p-toluenesulphonic acid monohydrate). Solvent: CO (methanol). Reaction conditions: time 1 hour. Product: ONC(=O)[C@@H](C\C=C\C1=CC=CC=C1)[C@H](C(=O)NN(C(CCN1C(C=2C(C1=O)=CC=CC2)=O)=O)CC(C)C)CC(C)C ((E)-2(R)-[1(S)-(hydroxycarbamoyl)-4-phenyl-3-butenyl]-2′-isobutyl-4-methyl-2′-(3-phthalimidopropionyl)valerohydrazide). Yield: 20.6%. RXN SMILES: O1CCCCC1[O:7][NH:8][C:9]([C@H:11]([C@@H:21]([CH2:45][CH:46]([CH3:48])[CH3:47])[C:22]([NH:24][N:25]([CH2:41][CH:42]([CH3:44])[CH3:43])[C:26](=[O:40])[CH2:27][CH2:28][N:29]1[C:33](=[O:34])[C:32]2=[CH:35][CH:36]=[CH:37][CH:38]=[C:31]2[C:30]1=[O:39])=[O:23])[CH2:12]/[CH:13]=[CH:14]/[C:15]1[CH:20]=[CH:19][CH:18]=[CH:17][CH:16]=1)=[O:10].O.C1(C)C=CC(S(O)(=O)=O)=CC=1>CO>[OH:7][NH:8][C:9]([C@H:11]([C@@H:21]([CH2:45][CH:46]([CH3:48])[CH3:47])[C:22]([NH:24][N:25]([CH2:41][CH:42]([CH3:43])[CH3:44])[C:26](=[O:40])[CH2:27][CH2:28][N:29]1[C:33](=[O:34])[C:32]2=[CH:35][CH:36]=[CH:37][CH:38]=[C:31]2[C:30]1=[O:39])=[O:23])[CH2:12]/[CH:13]=[CH:14]/[C:15]1[CH:20]=[CH:19][CH:18]=[CH:17][CH:16]=1)=[O:10] |f:1.2|. Reported procedure: A solution of 0.050 g of (E)-2(R)-[1(S)-[(tetrahydro-2(RS)-pyranyloxy)carbamoyl]-4-phenyl-3-butenyl]-2′-isobutyl-4-methyl-2′-(3-phthalimidopropionyl)valerohydrazide in 5 ml of methanol was treated with 0.005 g of p-toluenesulphonic acid monohydrate. The mixture was stirred for 1 hr at room temperature and evaporated. The residue was triturated with diethyl ether, filtered off and dried to give 0.009 g of (E)-2(R)-[1(S)-(hydroxycarbamoyl)-4-phenyl-3-butenyl]-2′-isobutyl-4-methyl-2′-(3-phthalimido...